From a dataset of the Open Reaction Database (ORD), a public repository of structured organic reaction records. describe an organic reaction: reactants, conditions, products, and yield Starting materials: C1CCOC1, CI, [H-], CC(C)(C)OC(=O)NCCOCCN=[N+]=[N-], [Na+]. Product: CN(CCOCCN=[N+]=[N-])C(=O)OC(C)(C)C. Reaction SMILES: [CH2:21]1[O:22][CH2:23][CH2:24][CH2:25]1.[CH3:19][I:20].[H-:1].[N:3](=[N+:4]=[N-:5])[CH2:6][CH2:7][O:8][CH2:9][CH2:10][NH:11][C:12]([O:13][C:14]([CH3:15])([CH3:16])[CH3:17])=[O:18].[Na+:2]>>[N:3](=[N+:4]=[N-:5])[CH2:6][CH2:7][O:8][CH2:9][CH2:10][N:11]([C:12]([O:13][C:14]([CH3:15])([CH3:16])[CH3:17])=[O:18])[CH3:19]. Starting materials: [K+], N#Cc1ccc(C(F)(F)F)cc1[N+](=O)[O-], OCCN1CCOCC1, CN(C)C=O, [OH-], O. Yields the product N#Cc1ccc(C(F)(F)F)cc1OCCN1CCOCC1. Reaction SMILES: [K+:26].[N+:1]([O-:2])(=[O:3])[c:4]1[c:5]([C:6]#[N:7])[cH:8][cH:9][c:10]([C:12]([F:13])([F:14])[F:15])[cH:11]1.[O:16]1[CH2:17][CH2:18][N:19]([CH2:22][CH2:23][OH:24])[CH2:20][CH2:21]1.[O:27]=[CH:28][N:29]([CH3:30])[CH3:31].[OH-:25].[OH2:32]>>[c:4]1([O:24][CH2:23][CH2:22][N:19]2[CH2:18][CH2:17][O:16][CH2:21][CH2:20]2)[c:5]([C:6]#[N:7])[cH:8][cH:9][c:10]([C:12]([F:13])([F:14])[F:15])[cH:11]1.